From a dataset of the Open Reaction Database (ORD), a public repository of structured organic reaction records. describe an organic reaction: reactants, conditions, products, and yield The reactants are BrC=1C=CC(=C(C1)C(C(=O)OC)(C)O)F (methyl 2-(5-bromo-2-fluorophenyl)-2-hydroxypropanoate), FC1=CC(=C(C(=O)OC)C=C1[N+](=O)[O-])C(F)(F)F (methyl 4-fluoro-5-nitro-2-(trifluoromethyl)benzoate). The product is BrC=1C=CC(=C(C1)C1(OC2=C(NC1=O)C=C(C(=C2)C(F)(F)F)C(=O)OC)C)F (Methyl 2-(5-bromo-2-fluorophenyl)-2-methyl-3-oxo-7-(trifluoromethyl)-3,4-dihydro-2H-1,4-benzoxazine-6-carboxylate). Reaction SMILES: [Br:1][C:2]1[CH:3]=[CH:4][C:5]([F:15])=[C:6]([C:8]([OH:14])([CH3:13])[C:9]([O:11]C)=O)[CH:7]=1.F[C:17]1[C:26]([N+:27]([O-])=O)=[CH:25][C:20]([C:21]([O:23][CH3:24])=[O:22])=[C:19]([C:30]([F:33])([F:32])[F:31])[CH:18]=1>>[Br:1][C:2]1[CH:3]=[CH:4][C:5]([F:15])=[C:6]([C:8]2([CH3:13])[C:9](=[O:11])[NH:27][C:26]3[CH:25]=[C:20]([C:21]([O:23][CH3:24])=[O:22])[C:19]([C:30]([F:33])([F:31])[F:32])=[CH:18][C:17]=3[O:14]2)[CH:7]=1. Procedure details: Using methyl 2-(5-bromo-2-fluorophenyl)-2-hydroxypropanoate and methyl 4-fluoro-5-nitro-2-(trifluoromethyl)benzoate, the title compound was obtained in a similar manner to Reference Example 22 and Reference Example 2. The yield is 56.0%. The reactants are N1=CC(=CC2=CC=CC=C12)N (quinolin-3-ylamine), C(C)(=O)O[BH-](OC(C)=O)OC(C)=O.[Na+] (Sodium triacetoxyborohydride), C(C)(C)(C)OC(=O)N1CCC(CC1)=O (4-oxo-piperidine-1-carboxylic acid tert-butyl ester), C(C)(=O)O (acetic acid), ClC(C)Cl (dichloroethane). Procedure details: A mixture of quinolin-3-ylamine (3.62 g, 25.09 mmol, 1.0 equiv, commercially available) and 4-oxo-piperidine-1-carboxylic acid tert-butyl ester (5.00 g, 25.09 mmol, 1.0 equiv; commercially available) in conc. acetic acid (1.44 mL, 1.51 g, 25.09 mmol, 1.0 equiv) and dichloroethane (50 mL) was stirred at rt for 4 h. Sodium triacetoxyborohydride (6.38 g, 30.11 mmol, 1.2 equiv) was added in one portion and the reaction mixture stirred for an additional time period of 16 h. To the reaction mixture wa... Solvent: [Na+].[Cl-] (NaCl). Product: C(C)(C)(C)OC(=O)N1CCC(CC1)NC=1C=NC2=CC=CC=C2C1 (4-(Quinolin-3-ylamino)-piperidine-1-carboxylic acid tert-butyl ester). Conditions: time 16 hour. As a reaction SMILES: [N:1]1[C:10]2[C:5](=[CH:6][CH:7]=[CH:8][CH:9]=2)[CH:4]=[C:3]([NH2:11])[CH:2]=1.[C:12]([O:16][C:17]([N:19]1[CH2:24][CH2:23][C:22](=O)[CH2:21][CH2:20]1)=[O:18])([CH3:15])([CH3:14])[CH3:13].C(O)(=O)C.ClC(Cl)C.C(O[BH-](OC(=O)C)OC(=O)C)(=O)C.[Na+]>[Na+].[Cl-]>[C:12]([O:16][C:17]([N:19]1[CH2:24][CH2:23][CH:22]([NH:11][C:3]2[CH:2]=[N:1][C:10]3[C:5]([CH:4]=2)=[CH:6][CH:7]=[CH:8][CH:9]=3)[CH2:21][CH2:20]1)=[O:18])([CH3:15])([CH3:13])[CH3:14] |f:4.5,6.7|. Reactants: O=C(CCl)Nc1cc(C(=O)O)cc(OCc2ccccc2)c1C(=O)c1ccccc1, CNC. The product is CN(C)CC(=O)Nc1cc(C(=O)O)cc(OCc2ccccc2)c1C(=O)c1ccccc1, Cl. Reaction SMILES: [C:1]([c:2]1[cH:3][cH:4][cH:5][cH:6][cH:7]1)(=[O:8])[c:9]1[c:10]([O:23][CH2:24][c:25]2[cH:26][cH:27][cH:28][cH:29][cH:30]2)[cH:11][c:12]([C:13](=[O:14])[OH:15])[cH:16][c:17]1[NH:18][C:19]([CH2:20][Cl:21])=[O:22].[CH3:31][NH:32][CH3:33]>>[C:1]([c:2]1[cH:3][cH:4][cH:5][cH:6][cH:7]1)(=[O:8])[c:9]1[c:10]([O:23][CH2:24][c:25]2[cH:26][cH:27][cH:28][cH:29][cH:30]2)[cH:11][c:12]([C:13](=[O:14])[OH:15])[cH:16][c:17]1[NH:18][C:19]([CH2:20][N:32]([CH3:31])[CH3:33])=[O:22].[ClH:21]. Starting materials: C(C1=CC=CC=C1)OC=1C=C2C(CC(OC2=CC1)(C)C)=O (6-Benzyloxy-2,2-dimethylchroman-4-one), [F-].[K+] (potassium fluoride), COC1=C(C=O)C=C(C=C1)[N+](=O)[O-] (2-methoxy-5-nitrobenzaldehyde), CO[Si](OC)(OC)OC (tetramethylortho-silicate). Solvent: CN(C=O)C (dimethylformamide), O (water), hexanes, C(C)(=O)OCC (ethyl acetate). Run at temperature 80 celsius. Yields the product C(C1=CC=CC=C1)OC=1C=C2C(C(C(OC2=CC1)(C)C)=CC1=C(C=CC(=C1)[N+](=O)[O-])OC)=O (6-Benzyloxy-3-(2-methoxy-5-nitrobenzylidene)-2,2-dimethylchroman-4-one). Isolated yield 79.0%. Reaction SMILES: [CH2:1]([O:8][C:9]1[CH:10]=[C:11]2[C:16](=[CH:17][CH:18]=1)[O:15][C:14]([CH3:20])([CH3:19])[CH2:13][C:12]2=[O:21])[C:2]1[CH:7]=[CH:6][CH:5]=[CH:4][CH:3]=1.[F-].[K+].[CH3:24][O:25][C:26]1[CH:33]=[CH:32][C:31]([N+:34]([O-:36])=[O:35])=[CH:30][C:27]=1[CH:28]=O.CO[Si](OC)(OC)OC>CN(C)C=O.C(OCC)(=O)C.O>[CH2:1]([O:8][C:9]1[CH:10]=[C:11]2[C:16](=[CH:17][CH:18]=1)[O:15][C:14]([CH3:19])([CH3:20])[C:13](=[CH:28][C:27]1[CH:30]=[C:31]([N+:34]([O-:36])=[O:35])[CH:32]=[CH:33][C:26]=1[O:25][CH3:24])[C:12]2=[O:21])[C:2]1[CH:3]=[CH:4][CH:5]=[CH:6][CH:7]=1 |f:1.2|. Procedure: A mixture of 5.0 g (17.7 mmole) of the product of Example 100, 1.1 g (19 mmol) potassium fluoride, 3.5 g (19.5 mmole) 2-methoxy-5-nitrobenzaldehyde and 2.9 mL (2.97 g, 19.5 mmole) tetramethylortho-silicate in 15 mL dimethylformamide was heated at 80° C. for 7 hours. The mixture was poured into water and extracted with ethyl acetate. The ethyl acetate extract was and washed successively with 1N HCl, 5% NaHCO3, water and brine and then dried (MgSO4) and concentrated to give an oil. Flash chromatog...